This data is from the Open Reaction Database (ORD), a public repository of structured organic reaction records. The task is: describe an organic reaction: reactants, conditions, products, and yield Yield: 80.9%. The product is C(C)SC=1C=C(C2=C(OCCO2)C1)C(=O)O (7-ethylthio-1,4-benzodioxane-5-carboxylic acid). Starting materials: SC=1C=C(C2=C(OCCO2)C1)C(=O)O (7-mercapto-1,4-benzodioxane-5-carboxylic acid), C(C)OS(=O)(=O)[O-] (ethylsulfate). Procedure details: 166 g of 7-mercapto-1,4-benzodioxane-5-carboxylic acid, 242 cm3 of water, 216 cm3 of soda lye and 181 g of ethylsulfate were introduced into a balloon flask provided with a condenser. The mixture was heated under reflux and then cooled. The solution was poured into 1.3 l of water, filtered and treated with 100 cm3 of hydrochloric acid. The precipitate was dried off, washed with water and dried. 152 g of 7-ethylthio-1,4-benzodioxane-5-carboxylic acid were obtained (M.P.: 153°-154° C.; yield: 81%)... Run in O (water), O (water). Reaction SMILES: [SH:1][C:2]1[CH:3]=[C:4]([C:12]([OH:14])=[O:13])[C:5]2[O:10][CH2:9][CH2:8][O:7][C:6]=2[CH:11]=1.[CH2:15](OS([O-])(=O)=O)[CH3:16]>O>[CH2:15]([S:1][C:2]1[CH:3]=[C:4]([C:12]([OH:14])=[O:13])[C:5]2[O:10][CH2:9][CH2:8][O:7][C:6]=2[CH:11]=1)[CH3:16]. RXN SMILES: [C:1]([O:2][C:3](=[O:4])[NH:7][CH2:8][CH2:9][NH:10][c:11]1[c:12]2[n:13]([cH:14][c:15]([C:17]([CH3:18])([CH3:19])[CH3:20])[n:16]1)[c:21](=[O:24])[nH:22][n:23]2)([CH3:5])([CH3:6])[CH3:25].[Cl:33][CH2:34][Cl:35].[F:26][C:27]([F:28])([F:29])[C:30]([OH:31])=[O:32]>>[NH2:7][CH2:8][CH2:9][NH:10][c:11]1[c:12]2[n:13]([cH:14][c:15]([C:17]([CH3:18])([CH3:19])[CH3:20])[n:16]1)[c:21](=[O:24])[nH:22][n:23]2. Starting materials: CC(C)(C)OC(=O)NCCNc1nc(C(C)(C)C)cn2c(=O)[nH]nc12, ClCCl, O=C(O)C(F)(F)F. Yields the product CC(C)(C)c1cn2c(=O)[nH]nc2c(NCCN)n1.